Dataset: the Open Reaction Database (ORD), a public repository of structured organic reaction records. Task: describe an organic reaction: reactants, conditions, products, and yield RXN SMILES: [CH2:1]([c:2]1[cH:3][cH:4][cH:5][cH:6][cH:7]1)[O:8][c:9]1[cH:10][cH:11][c:12]([O:15][c:16]2[c:17]([C:18](=[O:19])[NH:20][S:21](=[O:22])(=[O:23])[c:24]3[cH:25][c:26]([N+:38](=[O:39])[O-:40])[c:27]([NH:30][CH2:31][CH:32]4[CH2:33][CH2:34][O:35][CH2:36][CH2:37]4)[cH:28][cH:29]3)[cH:41][cH:42][c:43]([N:45]3[CH2:46][CH2:47][N:48]([CH2:51][C:52]4=[C:53]([c:60]5[cH:61][cH:62][c:63]([Cl:66])[cH:64][cH:65]5)[CH2:54][C:55]([CH3:58])([CH3:59])[CH2:56][CH2:57]4)[CH2:49][CH2:50]3)[cH:44]2)[cH:13][n:14]1.[Cl:74][CH2:75][Cl:76].[OH:67][C:68]([C:69]([F:70])([F:71])[F:72])=[O:73]>>[OH:8][c:9]1[cH:10][cH:11][c:12]([O:15][c:16]2[c:17]([C:18](=[O:19])[NH:20][S:21](=[O:22])(=[O:23])[c:24]3[cH:25][c:26]([N+:38](=[O:39])[O-:40])[c:27]([NH:30][CH2:31][CH:32]4[CH2:33][CH2:34][O:35][CH2:36][CH2:37]4)[cH:28][cH:29]3)[cH:41][cH:42][c:43]([N:45]3[CH2:46][CH2:47][N:48]([CH2:51][C:52]4=[C:53]([c:60]5[cH:61][cH:62][c:63]([Cl:66])[cH:64][cH:65]5)[CH2:54][C:55]([CH3:58])([CH3:59])[CH2:56][CH2:57]4)[CH2:49][CH2:50]3)[cH:44]2)[cH:13][n:14]1. Yields the product CC1(C)CCC(CN2CCN(c3ccc(C(=O)NS(=O)(=O)c4ccc(NCC5CCOCC5)c([N+](=O)[O-])c4)c(Oc4ccc(O)nc4)c3)CC2)=C(c2ccc(Cl)cc2)C1. The reactants are CC1(C)CCC(CN2CCN(c3ccc(C(=O)NS(=O)(=O)c4ccc(NCC5CCOCC5)c([N+](=O)[O-])c4)c(Oc4ccc(OCc5ccccc5)nc4)c3)CC2)=C(c2ccc(Cl)cc2)C1, ClCCl, O=C(O)C(F)(F)F. Run at time 24 hour. Reactants: C(C1=CC=CC=C1)(=O)N1CC2(CCN(C2)C(=O)OC(C)(C)C)CC1 (tert-butyl 7-benzoyl-2,7-diazaspiro[4.4]nonane-2-carboxylate). Yields the product C1(=CC=CC=C1)C(=O)N1CC2(CC1)CNCC2 (phenyl(2,7-diazaspiro[4.4]nonan-2-yl)methanone). RXN SMILES: [C:1]([N:9]1[CH2:24][CH2:23][C:11]2([CH2:15][N:14](C(OC(C)(C)C)=O)[CH2:13][CH2:12]2)[CH2:10]1)(=[O:8])[C:2]1[CH:7]=[CH:6][CH:5]=[CH:4][CH:3]=1>C(O)(C(F)(F)F)=O.C(Cl)Cl>[C:2]1([C:1]([N:9]2[CH2:24][CH2:23][C:11]3([CH2:12][CH2:13][NH:14][CH2:15]3)[CH2:10]2)=[O:8])[CH:3]=[CH:4][CH:5]=[CH:6][CH:7]=1. Procedure details: tert-butyl 7-benzoyl-2,7-diazaspiro[4.4]nonane-2-carboxylate (100 mg) was dissolved in 10% TFA solution in CH2Cl2 (10 mL). The reaction was stirred at room temperature for 24 hours. After removal of solvents, the residue, phenyl(2,7-diazaspiro[4.4]nonan-2-yl)methanone, was used in the further reactions without purification. The solvent is C(=O)(C(F)(F)F)O (TFA), C(Cl)Cl (CH2Cl2). The reactants are FC(OC=1C=C(N)C=CC1)F (3-[(difluoromethyl)oxy]aniline), ICl (iodine monochloride), C(C)(=O)[O-].[Na+] (sodium acetate). Solvent: C(C)(=O)O (acetic acid). Product: FC(OC=1C=CC(=C(N)C1)I)F (5-[(Difluoromethyl)oxy]-2-iodoaniline). Isolated yield 51.2%. As a reaction SMILES: [F:1][CH:2]([F:11])[O:3][C:4]1[CH:5]=[C:6]([CH:8]=[CH:9][CH:10]=1)[NH2:7].[I:12]Cl.C([O-])(=O)C.[Na+]>C(O)(=O)C>[F:1][CH:2]([F:11])[O:3][C:4]1[CH:10]=[CH:9][C:8]([I:12])=[C:6]([CH:5]=1)[NH2:7] |f:2.3|. Procedure details: A solution of 3-[(difluoromethyl)oxy]aniline (3.16 g), iodine monochloride (3.9 g) and sodium acetate (6.5 g) in acetic acid (30 ml) was stirred for 1 hour, then partitioned between saturated sodium bicarbonate solution and ether. The ether layer was separated, washed consecutively with sodium thiosulphate solution and brine. The solvent was removed and the residue was loaded onto a silica gel and chromatographed on silica gel eluted with hexane/ethyl acetate 0-20% to give the title compound as ...